This data is from the Open Reaction Database (ORD), a public repository of structured organic reaction records. The task is: describe an organic reaction: reactants, conditions, products, and yield As a reaction SMILES: [S:1]([NH2:5])([NH2:4])(=[O:3])=[O:2].[F:6][C:7]1[CH:12]=[CH:11][C:10]([F:13])=[CH:9][C:8]=1[C@H:14]1[CH2:18][CH2:17][CH2:16][N:15]1[C:19]1[CH:24]=[CH:23][N:22]2[N:25]=[CH:26][C:27]([C:28]([NH:30][CH:31]3[CH2:36][CH2:35]N[CH2:33][CH2:32]3)=[O:29])=[C:21]2[CH:20]=1>O1CCOCC1>[F:6][C:7]1[CH:12]=[CH:11][C:10]([F:13])=[CH:9][C:8]=1[C@H:14]1[CH2:18][CH2:17][CH2:16][N:15]1[C:19]1[CH:24]=[CH:23][N:22]2[N:25]=[CH:26][C:27]([C:28]([NH:30][CH:31]3[CH2:36][CH2:35][N:4]([S:1](=[O:3])(=[O:2])[NH2:5])[CH2:33][CH2:32]3)=[O:29])=[C:21]2[CH:20]=1. The solvent is O1CCOCC1 (1,4-Dioxane). Reported procedure: Sulfamide (9 mg, 0.093 mmol) was added to solution of (R)-5-(2-(2,5-difluorophenyl)pyrrolidin-1-yl)-N-(piperidin-4-yl)pyrazolo[1,5-a]pyridine-3-carboxamide (25 mg, 0.058 mmol) (Example-32) in 1,4-Dioxane (0.5 mL) and stirring was continued at 110° C. for 4 h. The reaction mixture was concentrated to afford the residue, which was quenched with water, extracted with EtOAc, dried over anhydrous sodium sulfate and concentrated under reduced pressure to afford the crude. The crude product was purifie... Product: FC1=C(C=C(C=C1)F)[C@@H]1N(CCC1)C1=CC=2N(C=C1)N=CC2C(=O)NC2CCN(CC2)S(N)(=O)=O ((R)-5-(2-(2,5-difluorophenyl)pyrrolidin-1-yl)-N-(1-sulfamoylpiperidin-4-yl)pyrazolo[1,5-a]pyridine-3-carboxamide). The reactants are S(=O)(=O)(N)N (Sulfamide), FC1=C(C=C(C=C1)F)[C@@H]1N(CCC1)C1=CC=2N(C=C1)N=CC2C(=O)NC2CCNCC2 ((R)-5-(2-(2,5-difluorophenyl)pyrrolidin-1-yl)-N-(piperidin-4-yl)pyrazolo[1,5-a]pyridine-3-carboxamide). Run at time 4 hour. Reactants: ON=C(C#N)C1=CC=CC=C1 (2-hydroxyimino-2-phenylacetonitrile), CN(C1=CC=CC=C1)C (dimethylaniline), C(=O)(Cl)Cl (phosgene), resultant solution, ClC(=O)ON=C(C#N)C1=CC=CC=C1 (2-chlorocarbonyloxyimino-2-phenylacetonitrile), resultant mixture. The solvent is C1=CC=CC=C1 (benzene), N1=CC=CC=C1 (pyridine), C1=CC=CC=C1 (benzene), O1CCOCC1 (dioxane), O (Water), C(C)(C)(C)O (tert-butyl alcohol), C1=CC=CC=C1 (benzene), N1=CC=CC=C1 (pyridine). Reaction conditions: time 3.5 hour. Product: C(C)(C)(C)OC(=O)ON=C(C#N)C1=CC=CC=C1 (2-tert-butoxycarbonyloxyimino-2-phenylacetonitrile). As a reaction SMILES: ON=[C:3]([C:6]1[CH:11]=CC=C[CH:7]=1)C#N.CN(C)C1C=CC=CC=1.C(Cl)(Cl)=[O:22].Cl[C:26]([O:28][N:29]=[C:30]([C:33]1[CH:38]=[CH:37][CH:36]=[CH:35][CH:34]=1)[C:31]#[N:32])=[O:27]>C1C=CC=CC=1.O1CCOCC1.O.N1C=CC=CC=1.C(O)(C)(C)C>[C:6]([O:27][C:26]([O:28][N:29]=[C:30]([C:33]1[CH:38]=[CH:37][CH:36]=[CH:35][CH:34]=1)[C:31]#[N:32])=[O:22])([CH3:11])([CH3:7])[CH3:3]. Reported procedure: A solution of 2-hydroxyimino-2-phenylacetonitrile (7.3 g.) and dimethylaniline (6.0 g) in a mixture of benzene (50 ml) and dioxane (5 ml.) was dropwise added to a solution of phosgene (5.5 g.) in benzene (50 ml.) over 1 hour at 3° to 5° C, and the mixture was stirred for 3.5 hours at the same temperature and allowed to stand overnight. To the resultant solution containing 2-chlorocarbonyloxyimino-2-phenylacetonitrile was dropwise added, over 1 hour under ice-cooling, a solution of tert-butyl alc... Reactants: Cl.Cl.N[C@@H](C(=O)NC=1C=C2C=CN=CC2=CC1)C1=CC=CC=C1 ((R)-2-amino-N-(isoquinolin-6-yl)-2-phenylacetamide dihydrochloride), C=O (CH2O), CC(=O)O (AcOH), [BH3-]C#N.[Na+] (NaCNBH3), NaHCO3(sat). Run in CO (MeOH). Reaction conditions: time 1.5 hour. The product is Hexanes EtOAc, CN([C@@H](C(=O)NC=1C=C2C=CN=CC2=CC1)C1=CC=CC=C1)C ((R)-2-(dimethylamino)-N-(isoquinolin-6-yl)-2-phenylacetamide). RXN SMILES: Cl.Cl.N[C@H:4]([C:18]1[CH:23]=[CH:22][CH:21]=[CH:20][CH:19]=1)[C:5]([NH:7][C:8]1[CH:9]=[C:10]2[C:15](=[CH:16][CH:17]=1)[CH:14]=[N:13][CH:12]=[CH:11]2)=[O:6].C=O.[CH3:26]C(O)=O.[BH3-][C:31]#[N:32].[Na+]>CO>[CH3:26][N:32]([CH3:31])[C@H:4]([C:18]1[CH:23]=[CH:22][CH:21]=[CH:20][CH:19]=1)[C:5]([NH:7][C:8]1[CH:9]=[C:10]2[C:15](=[CH:16][CH:17]=1)[CH:14]=[N:13][CH:12]=[CH:11]2)=[O:6] |f:0.1.2,5.6|. Procedure details: To (R)-2-amino-N-(isoquinolin-6-yl)-2-phenylacetamide dihydrochloride (E2) in MeOH was added CH2O (37%), AcOH and NaCNBH3. After stirring for 1.5 hours the solution was poured into NaHCO3(sat) and extracted with EtOAc, dried (Na2SO4), filtered and concentrated. Column chromatography Hexanes/EtOAc gave pure (R)-2-(dimethylamino)-N-(isoquinolin-6-yl)-2-phenylacetamide. To (R)-2-(dimethylamino)-N-(isoquinolin-6-yl)-2-phenylacetamide was added CH2Cl2 and HCl (4N in dioxane) and the solvents were eva... Starting materials: O (water), C(C)(=O)NC1=CC2=C(C(C=CO2)=O)C=C1OC1=CC=CC=C1 (7-acetylamino-6-phenoxy-4H-1-benzopyran-4-one), C(C)S(=O)(=O)Cl (ethanesulfonyl chloride), CC(C)([O-])C.[K+] (potassium tert-butoxide). The solvent is C(C)(=O)OCC (ethyl acetate), CN(C=O)C (N,N-dimethylformamide). Conditions: time 30 minute. Yields the product C(C)S(=O)(=O)NC1=CC2=C(C(C=CO2)=O)C=C1OC1=CC=CC=C1 (7-ethylsulfonylamino-6-phenoxy-4H-1-benzopyran-4-one). The yield is 21.7%. As a reaction SMILES: C([NH:4][C:5]1[C:15]([O:16][C:17]2[CH:22]=[CH:21][CH:20]=[CH:19][CH:18]=2)=[CH:14][C:8]2[C:9](=[O:13])[CH:10]=[CH:11][O:12][C:7]=2[CH:6]=1)(=O)C.CC(C)([O-])C.[K+].[CH2:29]([S:31](Cl)(=[O:33])=[O:32])[CH3:30].O>CN(C)C=O.C(OCC)(=O)C>[CH2:29]([S:31]([NH:4][C:5]1[C:15]([O:16][C:17]2[CH:18]=[CH:19][CH:20]=[CH:21][CH:22]=2)=[CH:14][C:8]2[C:9](=[O:13])[CH:10]=[CH:11][O:12][C:7]=2[CH:6]=1)(=[O:33])=[O:32])[CH3:30] |f:1.2|. Reported procedure: 2.95 g of 7-acetylamino-6-phenoxy-4H-1-benzopyran-4-one was dissolved in 30 ml of N,N-dimethylformamide. 1.35 g of potassium tert-butoxide was added with ice-cooling. The mixture was stirred for 30 minutes at the same temperature. Then, 1.55 g of ethanesulfonyl chloride was added thereto dropwise. The mixture was stirred for 1 hour at 20°-25° C. 200 ml of water and 200 ml of ethyl acetate were added. The organic layer was separated. The solvent was removed by distillation under reduced pressure....